Dataset: the Open Reaction Database (ORD), a public repository of structured organic reaction records. Task: describe an organic reaction: reactants, conditions, products, and yield Reactants: CC(C)(C)COc1ccc(S(C)(=O)=O)cc1C(=O)O, Cl, O=S(=O)(c1ccccc1)c1cnc(N2CCNCC2)s1. Product: CC(C)(C)COc1ccc(S(C)(=O)=O)cc1C(=O)N1CCN(c2ncc(S(=O)(=O)c3ccccc3)s2)CC1. Reaction SMILES: [CH3:1][C:2]([CH2:3][O:4][c:5]1[c:6]([C:7](=[O:8])[OH:9])[cH:10][c:11]([S:14](=[O:15])(=[O:16])[CH3:17])[cH:12][cH:13]1)([CH3:18])[CH3:19].[ClH:20].[c:21]1([S:27](=[O:28])(=[O:29])[c:30]2[cH:31][n:32][c:33]([N:35]3[CH2:36][CH2:37][NH:38][CH2:39][CH2:40]3)[s:34]2)[cH:22][cH:23][cH:24][cH:25][cH:26]1>>[CH3:1][C:2]([CH2:3][O:4][c:5]1[c:6]([C:7](=[O:9])[N:38]2[CH2:37][CH2:36][N:35]([c:33]3[n:32][cH:31][c:30]([S:27]([c:21]4[cH:22][cH:23][cH:24][cH:25][cH:26]4)(=[O:28])=[O:29])[s:34]3)[CH2:40][CH2:39]2)[cH:10][c:11]([S:14](=[O:15])(=[O:16])[CH3:17])[cH:12][cH:13]1)([CH3:18])[CH3:19]. The reactants are BrCBr, CCOC(=O)c1nc(C)nn1C(C)C, C1CCOC1, CC(=O)O, [Li]C, O. Product: Cc1nc(C(=O)CBr)n(C(C)C)n1. As a reaction SMILES: [Br:15][CH2:16][Br:17].[CH2:1]([O:3][C:4](=[O:2])[c:6]1[n:7]([CH:12]([CH3:13])[CH3:14])[n:8][c:9]([CH3:11])[n:10]1)[CH3:5].[CH2:24]1[O:25][CH2:26][CH2:27][CH2:28]1.[CH3:20][C:21](=[O:22])[OH:23].[Li:18][CH3:19].[OH2:29]>>[O:3]=[C:4]([c:6]1[n:7]([CH:12]([CH3:13])[CH3:14])[n:8][c:9]([CH3:11])[n:10]1)[CH2:16][Br:15]. Reactants: FC(C(=O)N[C@@H]1C(N(CC1)CC1=CC=C(C=C1)[N+](=O)[O-])=O)(F)F (2,2,2-trifluoro-N-[1-(4-nitrobenzyl)-2-oxopyrrolidin-3-(S)-yl]-acetamide), C(C)(=O)OC(C)=O (acetic anhydride). The reagents and catalysts are [Pd] (palladium on activated carbon). The solvent is CC(=O)O (AcOH). Conditions: time 4.5 hour. Yields the product C(C)(=O)NC1=CC=C(CN2C([C@H](CC2)NC(C(F)(F)F)=O)=O)C=C1 (N-[1-(4-acetylamino-benzyl)-2-oxopyrrolidin-3-(S)-yl]-2,2,2-trifluoroacetamide). RXN SMILES: [F:1][C:2]([F:23])([F:22])[C:3]([NH:5][C@H:6]1[CH2:10][CH2:9][N:8]([CH2:11][C:12]2[CH:17]=[CH:16][C:15]([N+:18]([O-])=O)=[CH:14][CH:13]=2)[C:7]1=[O:21])=[O:4].[C:24](OC(=O)C)(=[O:26])[CH3:25]>CC(O)=O.[Pd]>[C:24]([NH:18][C:15]1[CH:16]=[CH:17][C:12]([CH2:11][N:8]2[CH2:9][CH2:10][C@H:6]([NH:5][C:3](=[O:4])[C:2]([F:23])([F:22])[F:1])[C:7]2=[O:21])=[CH:13][CH:14]=1)(=[O:26])[CH3:25]. Procedure: To a solution of 2,2,2-trifluoro-N-[1-(4-nitrobenzyl)-2-oxopyrrolidin-3-(S)-yl]-acetamide (0.75 g, 2.27 mmol) in AcOH (12 mL) is added acetic anhydride (1 mL) and a catalytic amount of 10% palladium on activated carbon. The heterogenous mixture is hydrogenated at room temperature on a Parr apparatus under 70 p.s.i. of H2. After 4.5 h, the reaction mixture is filtered through a pad of Celite, washed with CH2Cl2 and then MeOH. The crude product is concentrated in vacuo to yield 1.2 g of crude N-[1... Starting materials: ClC=1C(=C(N)C(=CC1F)[N+](=O)[O-])F (3-chloro-2,4-difluoro-6-nitroaniline), Cl[Sn]Cl (SnCl2). Solvent: C(C)O (ethanol). Yields the product ClC1=C(C(=C(C=C1F)N)N)F (4-Chloro-3,5-difluoro-1,2-phenylenediamine). The yield is 95.6%. As a reaction SMILES: [Cl:1][C:2]1[C:3]([F:13])=[C:4]([C:6]([N+:10]([O-])=O)=[CH:7][C:8]=1[F:9])[NH2:5].Cl[Sn]Cl>C(O)C>[Cl:1][C:2]1[C:8]([F:9])=[CH:7][C:6]([NH2:10])=[C:4]([NH2:5])[C:3]=1[F:13]. Procedure details: A solution of 348 mg (1.67 mmol) of 3-chloro-2,4-difluoro-6-nitroaniline and 1.57 g (8.28 mmol) of SnCl2 in 8 mL of ethanol was heated at 70° C. for 2 h. The solution was evaporated to remove the ethanol. The residue was treated with 2N NaOH to pH=13. White precipitate was observed. The mixture was extracted by CHCl3 (3×10 mL). The extract was dried (MgSO4) and evaporated to leave a red solid (285 mg, 95%), mp 77°-78° C. 1H NMR (CDCl3), 3.156 (b, 2), 3.704 (b, 2), 6.352 (dd, 1, J=1.86, 9.95).